Dataset: the Open Reaction Database (ORD), a public repository of structured organic reaction records. Task: describe an organic reaction: reactants, conditions, products, and yield Starting materials: C([O-])(O)=O.[Na+] (Sodium bicarbonate), Cl.NC=1SC=C(N1)C(C(=O)NC1[C@@H]2N(C(=CCS2)C(=O)O)C1=O)=NOC (7-[2-(2-amino-4-thiazolyl)-2-methoxyiminoacetamido]-3-cephem-4-carboxylic acid hydrochloride), resultant solution. Run in O (water). Yields the product NC=1SC=C(N1)C(C(=O)NC1[C@@H]2N(C(=CCS2)C(=O)[O-])C1=O)=NOC.[Na+] (sodium 7-[2-(2-amino-4-thiazolyl)-2-methoxyiminoacetamido]-3-cephem-4-carboxylate). RXN SMILES: C(=O)(O)[O-].[Na+:5].Cl.[NH2:7][C:8]1[S:9][CH:10]=[C:11]([C:13](=[N:29][O:30][CH3:31])[C:14]([NH:16][CH:17]2[C:27](=[O:28])[N:19]3[C:20]([C:24]([OH:26])=[O:25])=[CH:21][CH2:22][S:23][C@H:18]23)=[O:15])[N:12]=1>O>[NH2:7][C:8]1[S:9][CH:10]=[C:11]([C:13](=[N:29][O:30][CH3:31])[C:14]([NH:16][CH:17]2[C:27](=[O:28])[N:19]3[C:20]([C:24]([O-:26])=[O:25])=[CH:21][CH2:22][S:23][C@H:18]23)=[O:15])[N:12]=1.[Na+:5] |f:0.1,2.3,5.6|. Procedure details: Sodium bicarbonate (1.04 g.) was added to a solution of 7-[2-(2-amino-4-thiazolyl)-2-methoxyiminoacetamido]-3-cephem-4-carboxylic acid hydrochloride (syn isomer, 2.6 g.) in water (100 ml.) under ice-cooling and stirred at room temperature. The resultant solution was lyophilized to give sodium 7-[2-(2-amino-4-thiazolyl)-2-methoxyiminoacetamido]-3-cephem-4-carboxylate (syn isomer). Starting materials: C[C@H]1[C@@]([C@H]([C@@H](O1)O[C@@H]2[C@H]([C@@H]([C@H]([C@@H]([C@H]2O)O)NC(=N)N)O)NC(=N)N)O[C@H]3[C@H]([C@@H]([C@H]([C@@H](O3)CO)O)O)NC)(C=O)O (streptomycin), C1[C@H]([C@@H]([C@H]([C@@H]([C@H]1N)O[C@@H]2[C@@H]([C@H]([C@@H]([C@H](O2)CN)O)O)O)O)O[C@@H]3[C@@H]([C@H]([C@@H]([C@H](O3)CO)O)N)O)N (kanamycin), C[C@H]1[C@@]([C@H]([C@@H](O1)O[C@@H]2[C@H]([C@@H]([C@H]([C@@H]([C@H]2O)O)NC(=N)N)O)NC(=N)N)O[C@H]3[C@H]([C@@H]([C@H]([C@@H](O3)CO)O)O)NC)(C=O)O (streptomycin), C1[C@H]([C@@H]([C@H]([C@@H]([C@H]1N)O[C@@H]2[C@@H]([C@H]([C@@H]([C@H](O2)CN)O)O)O)O)O[C@@H]3[C@@H]([C@H]([C@@H]([C@H](O3)CO)O)N)O)N (kanamycin), C[C@H]1[C@@]([C@H]([C@@H](O1)O[C@@H]2[C@H]([C@@H]([C@H]([C@@H]([C@H]2O)O)NC(=N)N)O)NC(=N)N)O[C@H]3[C@H]([C@@H]([C@H]([C@@H](O3)CO)O)O)NC)(C=O)O (streptomycin), pMIV-FRTKmFRT-EA, CC(C(CCCCCC(=O)O)N)N (dapA), C[C@H]1[C@@]([C@H]([C@@H](O1)O[C@@H]2[C@H]([C@@H]([C@H]([C@@H]([C@H]2O)O)NC(=N)N)O)NC(=N)N)O[C@H]3[C@H]([C@@H]([C@H]([C@@H](O3)CO)O)O)NC)(C=O)O (streptomycin), C1[C@H]([C@@H]([C@H]([C@@H]([C@H]1N)O[C@@H]2[C@@H]([C@H]([C@@H]([C@H](O2)CN)O)O)O)O)O[C@@H]3[C@@H]([C@H]([C@@H]([C@H](O3)CO)O)N)O)N (kanamycin). The solvent is CC(OCC)=O (EA). Conditions: temperature 37 celsius, time 8 hour. The product is N[C@@H](CCCCN)C(=O)O (Lys). RXN SMILES: C[C@@H]1O[C@@H](O[C@H]2[C@H](O)[C@@H](O)[C@H](NC(N)=N)[C@@H](O)[C@@H]2NC(N)=N)[C@H]([O:25][C@@H:26]2[O:31][C@@H:30]([CH2:32]O)[C@H:29](O)[C@@H:28](O)[C@@H:27]2[NH:36]C)[C@@]1(O)C=O.CC(N)C([NH2:52])CCCCCC(O)=O.C1[C@H](N)[C@@H](O[C@H]2O[C@H](CN)[C@@H](O)[C@H](O)[C@H]2O)[C@H](O)[C@@H](O[C@H]2O[C@H](CO)[C@@H](O)[C@H](N)[C@H]2O)[C@@H]1N>CC(=O)OCC>[NH2:36][C@H:27]([C:26]([OH:31])=[O:25])[CH2:28][CH2:29][CH2:30][CH2:32][NH2:52]. Procedure details: First, the pAET7 plasmid described in Example 1 was introduced into a wild-type strain of M. methylotrophus AS1 (NCIMB10515), and a transformant was selected in an SEII agar medium containing 50 mg/L streptomycin. The pMIV-FRTKmFRT-EA plasmid was introduced into the strain by electroporation in accordance with the method described in Example 2, and strains to which the mini-Mu cassette (EA unit) including the lysE24+dapA* genes was transferred to the chromosome were selected in an SEII agar medi... Reactants: C(C)OP(OCC)[O-].C(#N)B (Diethylphosphite cyanoborane), [Si](C)(C)(C)I (Me3SiI), CCOC(=O)C (EtOAc). Solvent: CC#N (CH3CN). Reaction conditions: time 1.5 hour. Product: C(C)OP([O-])[O-].C(#N)B (Ethylphosphite Cyanoborane). As a reaction SMILES: [CH2:1]([O:3][P:4]([O-:8])[O:5]CC)[CH3:2].[C:9]([BH2:11])#[N:10].[Si](I)(C)(C)C.CCOC(C)=O>CC#N>[CH2:1]([O:3][P:4]([O-:8])[O-:5])[CH3:2].[C:9]([BH2:11])#[N:10] |f:0.1,5.6|. Procedure: Diethylphosphite-cyanoborane (7a) (1.15 g) and Me3SiI (4 equivalents) were taken in anhydrous CH3CN and were heated at reflux in the dark for 2 days. The solvent and excess Me3SiI were removed under reduced pressure. The residue was taken in CH2Cl2 /water (1:1, v/v, 50 ml) and was stirred at room temperature for 1.5 hours. The aqueous layer was separated and washed with CH2Cl2 until the organic layer was colorless. The water was evaporated at room temperature by passing a stream of air over the ... Starting materials: BrC1=C(C(=CC=C1)C)CC#N ((2-bromo-6-methylphenyl)-acetonitrile), C(CN)N (ethylene diamine). The product is BrC1=C(CC=2NCCN2)C(=CC=C1)C (2-(2-Bromo-6-methyl-benzyl)-4,5-dihydro-1H-imidazole). Reaction SMILES: [Br:1][C:2]1[CH:7]=[CH:6][CH:5]=[C:4]([CH3:8])[C:3]=1[CH2:9][C:10]#[N:11].[CH2:12](N)[CH2:13][NH2:14]>>[Br:1][C:2]1[CH:7]=[CH:6][CH:5]=[C:4]([CH3:8])[C:3]=1[CH2:9][C:10]1[NH:14][CH2:13][CH2:12][N:11]=1. Procedure: 2-(2-Bromo-6-methyl-benzyl)-4,5-dihydro-1H-imidazole was prepared from (2-bromo-6-methylphenyl)-acetonitrile and ethylene diamine in analogy to Example 19 b): off-white solid; Starting materials: BrC=1C(=NC=2N(C1Cl)N=C(C2)C2=CC(=CC=C2)Cl)C (6-bromo-7-chloro-2-(3-chlorophenyl)-5-methylpyrazolo[1,5-a]pyrimidine), [Li+].[Cl-].C1CCOC1 (LiCl THF), C(C(C)C)[Mg]Cl.C1CCOC1 (i-BuMgCl THF), C(C(C)C)[Mg]Cl (iBuMgCl), ClC(C(=O)OC)=O (methyl 2-chloro-2-oxoacetate). Reagents/catalysts: [Cu]Br (copper(I) bromide). Run in CCOCC (Et2O). Run at time 2 hour. Product: ClC=1C=C(C=CC1)C1=NN2C(N=C(C(=C2CC(C)C)C(C(=O)OC)=O)C)=C1 (methyl 2-(2-(3-chlorophenyl)-7-isobutyl-5-methylpyrazolo[1,5-a]pyrimidin-6-yl)-2-oxoacetate). Isolated yield 34.0%. RXN SMILES: Br[C:2]1[C:3]([CH3:19])=[N:4][C:5]2[N:6]([N:9]=[C:10]([C:12]3[CH:17]=[CH:16][CH:15]=[C:14]([Cl:18])[CH:13]=3)[CH:11]=2)[C:7]=1Cl.[Li+].[Cl-].C1COCC1.[CH2:27]([Mg]Cl)[CH:28]([CH3:30])[CH3:29].C1COCC1.C([Mg]Cl)C(C)C.Cl[C:45](=[O:50])[C:46]([O:48][CH3:49])=[O:47]>CCOCC.[Cu]Br>[Cl:18][C:14]1[CH:13]=[C:12]([C:10]2[CH:11]=[C:5]3[N:4]=[C:3]([CH3:19])[C:2]([C:45](=[O:50])[C:46]([O:48][CH3:49])=[O:47])=[C:7]([CH2:27][CH:28]([CH3:30])[CH3:29])[N:6]3[N:9]=2)[CH:17]=[CH:16][CH:15]=1 |f:1.2.3,4.5|. Procedure details: To a stirred solution of 6-bromo-7-chloro-2-(3-chlorophenyl)-5-methylpyrazolo[1,5-a]pyrimidine (0.179 g, 0.5 mmol), copper(I) bromide (0.036 g, 0.250 mmol) and 0.5M LiCl/THF (8 ml, 4.00 mmol) was added 2M i-BuMgCl/THF (2.000 ml, 4.00 mmol) over 5 min at rt. After 2 h, LCMS indicated presence of mostly the unreacted starting material. More iBuMgCl (1 ml) was added and continued stirring at rt for additional 4 h and methyl 2-chloro-2-oxoacetate (0.736 ml, 8.00 mmol) added at once to the reaction m...